From a dataset of the Open Reaction Database (ORD), a public repository of structured organic reaction records. describe an organic reaction: reactants, conditions, products, and yield Starting materials: ClC1=C(OC=2C=C(C(=O)O)C=CC2)C=C(C=C1)C(F)(F)F (3(2-chloro-5-trifluoromethylphenoxy)benzoic acid), S(O)(O)(=O)=O (sulphuric acid), [N+](=O)([O-])[O-].[K+] (Potassium nitrate). Reaction SMILES: [Cl:1][C:2]1[CH:17]=[CH:16][C:15]([C:18]([F:21])([F:20])[F:19])=[CH:14][C:3]=1[O:4][C:5]1[CH:6]=[C:7]([CH:11]=[CH:12][CH:13]=1)[C:8]([OH:10])=[O:9].S(=O)(=O)(O)O.[N+:27]([O-])([O-:29])=[O:28].[K+]>ClCCCl>[Cl:1][C:2]1[CH:17]=[CH:16][C:15]([C:18]([F:20])([F:19])[F:21])=[CH:14][C:3]=1[O:4][C:5]1[CH:13]=[CH:12][C:11]([N+:27]([O-:29])=[O:28])=[C:7]([CH:6]=1)[C:8]([OH:10])=[O:9] |f:2.3|. Yields the product ClC1=C(OC=2C=CC(=C(C(=O)O)C2)[N+](=O)[O-])C=C(C=C1)C(F)(F)F (5-(2-chloro-5-trifluoromethylphenoxy)-2-nitrobenzoic acid). Procedure: The acid from (b) (2.0 g) was added to a mixture of concentrated sulphuric acid (15 ml) and 1,2-dichloroethane (10 ml) kept at 0°. Potassium nitrate (1.2 g) was then added in portions with stirring over a period of 30 minutes, keeping the temperature at 0°. The mixture was stirred for a further hour at 0° and then for 3 hours at room temperature. The mixture was then poured on to ice and extracted with ethyl acetate. The extract was washed with water, dried, and evaporated to give a dark gum. Th... Solvent: ClCCCl (1,2-dichloroethane). Conditions: time 30 minute. Reactants: CS(C)=O, CC(C)O, CCN(C(C)C)C(C)C, CC(C)(C)OC(=O)N1Cc2c(F)c(Cl)nc(Cl)c2C1=O, CC(C)(C)OC(=O)NC1COCCC1N. The product is CC(C)(C)OC(=O)NC1COCCC1Nc1nc(Cl)c2c(c1F)CN(C(=O)OC(C)(C)C)C2=O. Reaction SMILES: [CH3:45][S:46]([CH3:47])=[O:48].[CH3:49][CH:50]([OH:51])[CH3:52].[CH:36]([N:37]([CH:38]([CH3:39])[CH3:40])[CH2:41][CH3:42])([CH3:43])[CH3:44].[Cl:1][c:2]1[n:3][c:4]([Cl:20])[c:5]([F:19])[c:6]2[c:7]1[C:8](=[O:18])[N:9]([C:11](=[O:12])[O:13][C:14]([CH3:15])([CH3:16])[CH3:17])[CH2:10]2.[NH2:21][CH:22]1[CH:23]([NH:28][C:29]([O:30][C:31]([CH3:32])([CH3:33])[CH3:34])=[O:35])[CH2:24][O:25][CH2:26][CH2:27]1>>[Cl:1][c:2]1[n:3][c:4]([NH:21][CH:22]2[CH:23]([NH:28][C:29]([O:30][C:31]([CH3:32])([CH3:33])[CH3:34])=[O:35])[CH2:24][O:25][CH2:26][CH2:27]2)[c:5]([F:19])[c:6]2[c:7]1[C:8](=[O:18])[N:9]([C:11](=[O:12])[O:13][C:14]([CH3:15])([CH3:16])[CH3:17])[CH2:10]2. The product is FC1=CC=C(C=C2CCN(CC2)C2=CC=C(C#N)C=C2)C=C1 (4-(4-(4-fluorobenzylidene)-1-piperidinyl)benzonitrile). The solvent is C1CCOC1 (THF), hexanes. Reaction SMILES: [Cl-].[F:2][C:3]1[CH:28]=[CH:27][C:6]([CH2:7][P+](C2C=CC=CC=2)(C2C=CC=CC=2)C2C=CC=CC=2)=[CH:5][CH:4]=1.[Li]CCCC.[C:34]([C:36]1[CH:41]=[CH:40][C:39]([N:42]2[CH2:47][CH2:46][C:45](=O)[CH2:44][CH2:43]2)=[CH:38][CH:37]=1)#[N:35]>C1COCC1>[F:2][C:3]1[CH:4]=[CH:5][C:6]([CH:7]=[C:45]2[CH2:46][CH2:47][N:42]([C:39]3[CH:40]=[CH:41][C:36]([C:34]#[N:35])=[CH:37][CH:38]=3)[CH2:43][CH2:44]2)=[CH:27][CH:28]=1 |f:0.1|. Procedure: A suspension of the 4-fluorobenzyl triphenylphosphonium chloride (0.737 g, 1.81 mmol) in THF (10 mL) was treated with nBuLi (724 μL of a 1.6M solution in hexanes, 1.81 mmol) at 0° C., treated with 1-(4′-cyanophenyl)-4-oxopiperidine (prepared according to the procedure described in Synthesis 1981, 606-608, 0.300 g, 1.51 mmol), and gradually warmed to room temperature overnight. The reaction mixture was partitioned between ethyl acetate and saturated aqueous NH4Cl and the aqueous layer was extract... Reactants: C(#N)C1=CC=C(C=C1)N1CCC(CC1)=O (1-(4′-cyanophenyl)-4-oxopiperidine), [Cl-].FC1=CC=C(C[P+](C2=CC=CC=C2)(C2=CC=CC=C2)C2=CC=CC=C2)C=C1 (4-fluorobenzyl triphenylphosphonium chloride), [Li]CCCC (nBuLi), solution. Reactants: CO, CC(C)(O)c1cc(F)c(-c2cc(C(N)=O)c(Nc3cccc(C4(O)CCN(C(=O)OCc5ccccc5)CC4O)n3)s2)c(F)c1. Yields the product CC(C)(O)c1cc(F)c(-c2cc(C(N)=O)c(Nc3cccc(C4(O)CCNCC4O)n3)s2)c(F)c1. Reaction SMILES: [CH3:46][OH:47].[NH2:1][C:2](=[O:3])[c:4]1[c:5]([NH:21][c:22]2[cH:23][cH:24][cH:25][c:26]([C:28]3([OH:45])[CH:29]([OH:44])[CH2:30][N:31]([C:34]([O:35][CH2:36][c:37]4[cH:38][cH:39][cH:40][cH:41][cH:42]4)=[O:43])[CH2:32][CH2:33]3)[n:27]2)[s:6][c:7](-[c:9]2[c:10]([F:20])[cH:11][c:12]([C:16]([CH3:17])([CH3:18])[OH:19])[cH:13][c:14]2[F:15])[cH:8]1>>[NH2:1][C:2](=[O:3])[c:4]1[c:5]([NH:21][c:22]2[cH:23][cH:24][cH:25][c:26]([C:28]3([OH:45])[CH:29]([OH:44])[CH2:30][NH:31][CH2:32][CH2:33]3)[n:27]2)[s:6][c:7](-[c:9]2[c:10]([F:20])[cH:11][c:12]([C:16]([CH3:17])([CH3:18])[OH:19])[cH:13][c:14]2[F:15])[cH:8]1. Starting materials: O (water), CC(CC1=CC2=CC=CC=C2C=C1)(C)N (2-methyl-1-(naphthalen-2-yl)propan-2-amine), Cl(=O)(=O)(=O)[O-].[Li+] (lithium perchlorate), BrC1=C(C=CC=C1)S(=O)(=O)N(C[C@@H]1OC1)C ((S)-2-Bromo-N-methyl-N-(oxiran-2-ylmethyl)benzenesulfonamide). Run in [Cl-].[Na+].O (brine), C(C)#N (acetonitrile), C(C)(=O)OCC (ethyl acetate). The product is BrC1=C(C=CC=C1)S(=O)(=O)N(C)C[C@@H](CNC(CC1=CC2=CC=CC=C2C=C1)(C)C)O ((R)-2-bromo-N-(2-hydroxy-3-(2-methyl-1-(naphthalen-2-yl)propan-2-ylamino)propyl)-N-methylbenzenesulfonamide). Yield: 78.7%. RXN SMILES: [Br:1][C:2]1[CH:7]=[CH:6][CH:5]=[CH:4][C:3]=1[S:8]([N:11]([CH3:16])[CH2:12][C@H:13]1[CH2:15][O:14]1)(=[O:10])=[O:9].[CH3:17][C:18]([NH2:31])([CH3:30])[CH2:19][C:20]1[CH:29]=[CH:28][C:27]2[C:22](=[CH:23][CH:24]=[CH:25][CH:26]=2)[CH:21]=1.Cl([O-])(=O)(=O)=O.[Li+].O>C(#N)C.[Cl-].[Na+].O.C(OCC)(=O)C>[Br:1][C:2]1[CH:7]=[CH:6][CH:5]=[CH:4][C:3]=1[S:8]([N:11]([CH2:12][C@H:13]([OH:14])[CH2:15][NH:31][C:18]([CH3:30])([CH3:17])[CH2:19][C:20]1[CH:29]=[CH:28][C:27]2[C:22](=[CH:23][CH:24]=[CH:25][CH:26]=2)[CH:21]=1)[CH3:16])(=[O:10])=[O:9] |f:2.3,6.7.8|. Procedure: (S)-2-Bromo-N-methyl-N-(oxiran-2-ylmethyl)benzenesulfonamide (Exp. 1-1, 3.06 g) was dissolved in acetonitrile (25 mL), 2-methyl-1-(naphthalen-2-yl)propan-2-amine (am1, 1.99 g) and lithium perchlorate (KANTO, 1.06 g) were added thereto followed by reflux for 6 hours and 35 minutes. After cooling to room temperature, same amount of water and brine was added to the reaction solution and extraction was carried out with ethyl acetate. The organic layer was washed with brine, dried over anhydrous sodi...